This data is from the Open Reaction Database (ORD), a public repository of structured organic reaction records. The task is: describe an organic reaction: reactants, conditions, products, and yield Starting materials: CC(=CBr)c1ccc(Cl)cc1, Cc1ccc2[nH]c3c(c2c1)CCN(C)C3, [Cu]I, [K+], [K+], [K+], CN(C)C=O, O=C(O)C1CCCN1, O=P([O-])([O-])[O-]. Yields the product CC(=Cn1c2c(c3cc(C)ccc31)CCN(C)C2)c1ccc(Cl)cc1. As a reaction SMILES: [Br:32][CH:33]=[C:34]([CH3:35])[c:36]1[cH:37][cH:38][c:39]([Cl:42])[cH:40][cH:41]1.[CH3:1][N:2]1[CH2:3][c:4]2[nH:5][c:6]3[cH:7][cH:8][c:9]([CH3:15])[cH:10][c:11]3[c:12]2[CH2:13][CH2:14]1.[Cu:48][I:49].[K+:29].[K+:30].[K+:31].[O:43]=[CH:44][N:45]([CH3:46])[CH3:47].[OH:16][C:17]([CH:18]1[NH:19][CH2:20][CH2:21][CH2:22]1)=[O:23].[P:24]([O-:25])([O-:26])([O-:27])=[O:28]>>[CH3:1][N:2]1[CH2:3][c:4]2[n:5]([CH:33]=[C:34]([CH3:35])[c:36]3[cH:37][cH:38][c:39]([Cl:42])[cH:40][cH:41]3)[c:6]3[cH:7][cH:8][c:9]([CH3:15])[cH:10][c:11]3[c:12]2[CH2:13][CH2:14]1. The reactants are Cl.COC([C@H](NC)CC1=CC=CC=C1)=O (N-methyl-(D)-phenylalanine methyl ester hydrochloride), 5-dimethylbenzoic acid, CN(CCCN=C=NCC)C (1-(3-dimethylaminopropyl)-3-ethylcarbodiimide), CN(C)C=O (DMF). The solvent is C(C)(=O)OCC (ethyl acetate). Reaction conditions: time 8 hour. Product: COC([C@H](N(C)C(C1=CC(=CC(=C1)C)C)=O)CC1=CC=CC=C1)=O (N-(3,5-dimethylbenzoyl)-N-methyl-(D)-phenylalanine methyl ester). RXN SMILES: Cl.[CH3:2][O:3][C:4](=[O:15])[C@@H:5]([CH2:8][C:9]1[CH:14]=[CH:13][CH:12]=[CH:11][CH:10]=1)[NH:6][CH3:7].CN(C)[CH2:18][CH2:19][CH2:20]N=C=NCC.CN([CH:30]=[O:31])C>C(OCC)(=O)C>[CH3:2][O:3][C:4](=[O:15])[C@@H:5]([CH2:8][C:9]1[CH:14]=[CH:13][CH:12]=[CH:11][CH:10]=1)[N:6]([C:30](=[O:31])[C:5]1[CH:8]=[C:9]([CH3:10])[CH:20]=[C:19]([CH3:18])[CH:4]=1)[CH3:7] |f:0.1|. Procedure details: A stirred solution of N-BOC-N-methyl-(D)-phenylalanine (3 g, 10.5 mmol) in methylenchoride (25 ml) is treated at 0° C. with slight excess of diazomethane in ether (25 ml). The reaction mixture is stirred at 0° C. and concentrated in vacuo to give N-BOC-N-methyl-(D)-phenylalanine methyl ester as a colorless oil. The above crude material is dissolved in a mixture of trifluoroacetic acid (8 ml) and ethanedithiol (2 ml) and stirred under nitrogen at r.t. for 1 hour. A 4M solution of hydrogen chlorid... The reactants are C(C1CCCO1)Cl (tetrahydrofurfuryl chloride), NC1=CC=CC=C1 (aniline), [I-].[K+] (potassium iodide). Run in Cl (hydrochloric acid). Conditions: temperature 130 celsius. The product is C1(=CC=CC=C1)NCC1OCCC1 (Tetrahydro-N-phenyl-2-furanmethanamine). The yield is 4.3%. As a reaction SMILES: [CH2:1](Cl)[CH:2]1[O:6][CH2:5][CH2:4][CH2:3]1.[NH2:8][C:9]1[CH:14]=[CH:13][CH:12]=[CH:11][CH:10]=1.[I-].[K+]>Cl>[C:9]1([NH:8][CH2:1][CH:2]2[CH2:3][CH2:4][CH2:5][O:6]2)[CH:14]=[CH:13][CH:12]=[CH:11][CH:10]=1 |f:2.3|. Procedure: A mixture of tetrahydrofurfuryl chloride (100 g, 0.829 mol), aniline (2.09 g, 2.25 mol) and potassium iodide (1.0 g) was heated at 130° C. under nitrogen for 36 hours and cooled to room temperature. A 3N hydrochloric acid solution (400 mL) was added and the solution was washed several times with isopropyl ether and made basic with a 50% sodium hydroxide solution. The product was extracted three times into isopropyl ether, washed twice with water and once with a saturated sodium chloride solution... Reactants: [Br-], Cc1ccccc1, [Cl-], CC(OC(=O)C(C)(C)C)C(=O)CCl, Fc1ccc(F)c(Br)c1, Fc1ccc(F)c([Mg+])c1, [Mg], [NH4+], O. Product: CC(OC(=O)C(C)(C)C)C(O)(CCl)c1cc(F)ccc1F. As a reaction SMILES: [Br-:1].[CH3:36][c:37]1[cH:38][cH:39][cH:40][cH:41][cH:42]1.[Cl-:34].[Cl:21][CH2:22][C:23]([CH:24]([CH3:25])[O:26][C:27]([C:28]([CH3:29])([CH3:30])[CH3:31])=[O:32])=[O:33].[F:11][c:12]1[cH:13][cH:14][c:15]([F:16])[cH:17][c:18]1[Br:19].[F:2][c:3]1[c:4]([Mg+:10])[cH:5][c:6]([F:9])[cH:7][cH:8]1.[Mg:20].[NH4+:35].[OH2:43]>>[F:2][c:3]1[c:4]([C:23]([CH2:22][Cl:21])([CH:24]([CH3:25])[O:26][C:27]([C:28]([CH3:29])([CH3:30])[CH3:31])=[O:32])[OH:33])[cH:5][c:6]([F:9])[cH:7][cH:8]1. Reactants: N=1N(N=CC1)CCOC1=CC=C(C=C1)[N+](=O)[O-] (4-[2-(1,2,3-triazol-2-yl)ethoxy]nitrobenzene), NC1=CC=CC=C1 (aniline). The reagents and catalysts are [Pd] (palladium on charcoal). Product: N=1N(N=CC1)CCOC1=CC=C(N)C=C1 (4-[2-(1,2,3-Triazol-2-yl)ethoxy]aniline), desired material. As a reaction SMILES: [N:1]1[N:2]([CH2:6][CH2:7][O:8][C:9]2[CH:14]=[CH:13][C:12]([N+:15]([O-])=O)=[CH:11][CH:10]=2)[N:3]=[CH:4][CH:5]=1.NC1C=CC=CC=1>[Pd]>[N:1]1[N:2]([CH2:6][CH2:7][O:8][C:9]2[CH:14]=[CH:13][C:12]([NH2:15])=[CH:11][CH:10]=2)[N:3]=[CH:4][CH:5]=1. Procedure: 4-[2-(1,2,3-Triazol-2-yl)ethoxy]aniline was prepared from 4-[2-(1,2,3-triazol-2-yl)ethoxy]nitrobenzene (10.5 g, 44.8 mmol) and 10% palladium on charcoal (1.5 g) in a manner similar to the aniline intermediate of Example 12 to give the desired material (4.91 g) as a yellow solid m.p. 159°. δH (CDCl3) 7.62 (2H, s), 6.73-6.58 (4H, m), 4.77 (2H, t, J 5.8 Hz), 4.40 (2H, t, J 5.8 Hz) 3.43 (2H, s). The reactants are C(Cl)Cl (methylene chloride), C(=C)OC=C (divinyl ether), [N+](=O)([O-])C(CO)(C)[N+](=O)[O-] (2,2-dinitropropanol), mercuric oxide, FC(C(=O)O)(F)F (trifluoroacetic acid). Solvent: O (water), C(Cl)(Cl)(Cl)Cl (carbon tetrachloride), C(Cl)(Cl)(Cl)Cl (carbon tetrachloride). The product is C(=C)OCC(C)([N+](=O)[O-])[N+](=O)[O-] (2,2-dinitropropyl vinyl ether). The yield is 58.8%. RXN SMILES: C(Cl)Cl.[CH:4](OC=C)=[CH2:5].[N+:9]([C:12]([N+:16]([O-:18])=[O:17])([CH3:15])[CH2:13][OH:14])([O-:11])=[O:10].FC(F)(F)C(O)=O>C(Cl)(Cl)(Cl)Cl.O>[CH:4]([O:14][CH2:13][C:12]([N+:16]([O-:18])=[O:17])([N+:9]([O-:11])=[O:10])[CH3:15])=[CH2:5]. Reported procedure: A 50 ml single necked, round bottom flask was charged with 20 ml methylene chloride, 0.50 g (7.14 mmole) divinyl ether, 1.07 g (7.14 mmole) 2,2-dinitropropanol (VIII), and 0.1 g red mercuric oxide. The solution was stirred, using a Teflon coated magnetic bar while 100 μl trifluoroacetic acid was added. The reaction flask was then fitted with a water cooled reflux condenser and drying tube filled with Drierite desiccant. The reaction was stirred under reflux (~37° C.) for 16 hours. The methylene ...